From a dataset of the Open Reaction Database (ORD), a public repository of structured organic reaction records. describe an organic reaction: reactants, conditions, products, and yield The reactants are CC1(OC2=C(C(C1)C1=NC=CC=C1)C=C(C=C2)C(=O)N)C ((-)-3,4-dihydro-2,2-dimethyl-4-(2-pyridyl)-2H-1-benzopyran-6-carboxamide), C(C1=CC=CC=C1)OC=1C=CC(=[N+](C1)[O-])CC(C(C)(C)OC1=CC=C(C=C1)C#N)=O (5-benzyloxy-2-[3-(4-cyanophenoxy)-3-methyl-2-oxobutyl]pyridine N-oxide). Procedure: The 5-benzyloxy-2-[3-(4-cyanophenoxy)-3-methyl-1-butenyl]pyridine N-oxide used as the starting material was prepared as follows: (A) 23.8 g of 4-cyanophenol in 150 ml of dimethylformamide were added dropwise to a stirred suspension of 6 g of 80% sodium hydride in 100 ml of dimethylformamide and the mixture was then stirred for a further 1 hour. 39 g of ethyl bromoisobutyrate were added dropwise and the mixture was heated to 100° C. for 76 hours. The solvents were removed by evaporation and the r... Solvent: C(C)O (ethanol), O (water). The yield is 80.6%. RXN SMILES: CC1(C)CC(C2C=CC=CN=2)C2C=C(C(N)=O)C=CC=2O1.[CH2:22]([O:29][C:30]1[CH:31]=[CH:32][C:33]([CH2:37][C:38](=[O:51])[C:39]([O:42][C:43]2[CH:48]=[CH:47][C:46]([C:49]#[N:50])=[CH:45][CH:44]=2)([CH3:41])[CH3:40])=[N+:34]([O-:36])[CH:35]=1)[C:23]1[CH:28]=[CH:27][CH:26]=[CH:25][CH:24]=1>C(O)C.O>[CH2:22]([O:29][C:30]1[CH:31]=[CH:32][C:33]([CH2:37][CH:38]([OH:51])[C:39]([O:42][C:43]2[CH:48]=[CH:47][C:46]([C:49]#[N:50])=[CH:45][CH:44]=2)([CH3:41])[CH3:40])=[N+:34]([O-:36])[CH:35]=1)[C:23]1[CH:28]=[CH:27][CH:26]=[CH:25][CH:24]=1. The product is C(C1=CC=CC=C1)OC=1C=CC(=[N+](C1)[O-])CC(C(C)(C)OC1=CC=C(C=C1)C#N)O (5-benzyloxy-2-[3-(4-cyanophenoxy)-2-hydroxy-3-methylbutyl]pyridine N-oxide). The reactants are CCCCCC(C)(O)CSC1C(O)CC(=O)C1CCCCCCC(=O)Oc1ccc(NC(=O)c2ccccc2)cc1, C1CCOC1, Cl. Product: CCCCCC(C)(O)CSC1C(O)CC(O)C1CCCCCCC(=O)Oc1ccc(NC(=O)c2ccccc2)cc1. As a reaction SMILES: [C:1]([c:2]1[cH:3][cH:4][cH:5][cH:6][cH:7]1)(=[O:8])[NH:9][c:10]1[cH:11][cH:12][c:13]([O:16][C:17]([CH2:18][CH2:19][CH2:20][CH2:21][CH2:22][CH2:23][CH:24]2[C:25](=[O:40])[CH2:26][CH:27]([OH:39])[CH:28]2[S:29][CH2:30][C:31]([CH2:32][CH2:33][CH2:34][CH2:35][CH3:36])([CH3:37])[OH:38])=[O:41])[cH:14][cH:15]1.[CH2:43]1[O:44][CH2:45][CH2:46][CH2:47]1.[ClH:42]>>[C:1]([c:2]1[cH:3][cH:4][cH:5][cH:6][cH:7]1)(=[O:8])[NH:9][c:10]1[cH:11][cH:12][c:13]([O:16][C:17]([CH2:18][CH2:19][CH2:20][CH2:21][CH2:22][CH2:23][CH:24]2[CH:25]([OH:40])[CH2:26][CH:27]([OH:39])[CH:28]2[S:29][CH2:30][C:31]([CH2:32][CH2:33][CH2:34][CH2:35][CH3:36])([CH3:37])[OH:38])=[O:41])[cH:14][cH:15]1. Starting materials: C(=O)(C(F)(F)F)O (TFA), C(C)(C)(C)OC(N[C@@H](CC1=NC=CC=C1)C)=O ([1(R) Methyl-2-(pyridin-2-yl)ethyl]carbamic acid t-butylester). Run in C(Cl)Cl (CH2Cl2). Conditions: time 2 hour. Yields the product FC(C(=O)O)(F)F.C[C@H](CC1=NC=CC=C1)NC(O)=O ([1(R) Methyl-2-(pyridin-2-yl)ethyl]carbamic acid trifluoroacetate). Reaction SMILES: [C:1]([OH:7])([C:3]([F:6])([F:5])[F:4])=[O:2].C([O:12][C:13](=[O:24])[NH:14][C@H:15]([CH3:23])[CH2:16][C:17]1[CH:22]=[CH:21][CH:20]=[CH:19][N:18]=1)(C)(C)C>C(Cl)Cl>[F:4][C:3]([F:6])([F:5])[C:1]([OH:7])=[O:2].[CH3:23][C@@H:15]([NH:14][C:13](=[O:12])[OH:24])[CH2:16][C:17]1[CH:22]=[CH:21][CH:20]=[CH:19][N:18]=1 |f:3.4|. Procedure details: TFA (4 mL) was added to a CH2Cl2 solution (10 mL) of 7-3 (120 mg, 0.48 mmol) and the solution stirred under ambient conditions for 2 h and concentrated to dryness. The residue was azeotroped with toluene (3×25 mL) to provide 7-4 as a light-yellow semi-solid. Starting materials: C(C)(=O)C1=CC(=CC=C1)C(C)=O (1,3-diacetylbenzene), [BH4-].[Na+] (sodium borohydride). Product: CC(O)C1=CC(=CC=C1)C(O)C (α,α'-Dimethyl-1,3-benzenedimethanol). As a reaction SMILES: [C:1]([C:4]1[CH:9]=[CH:8][CH:7]=[C:6]([C:10](=[O:12])[CH3:11])[CH:5]=1)(=[O:3])[CH3:2].[BH4-].[Na+]>>[CH3:11][CH:10]([C:6]1[CH:7]=[CH:8][CH:9]=[C:4]([CH:1]([CH3:2])[OH:3])[CH:5]=1)[OH:12] |f:1.2|. Reported procedure: This mixture of stereoisomers was prepared from 1,3-diacetylbenzene by reduction with sodium borohydride as described above for the para stereoisomers. The mixture of stereoisomers was isolated as a semisolid. It appeared as a single spot on TLC and as a single peak on VPC. The reactants are [I-].[K+] (potassium iodide), FC(S(=O)(=O)OCC(C)(C)C#N)(F)F (2-cyano-2-methylpropyl trifluoromethanesulfonate), C([O-])([O-])=O.[Cs+].[Cs+] (cesium carbonate), NC=1OC[C@@]2(C3=CC(=CC=C3OC=3C(=CC(=CC23)O)F)Br)N1 ((S)-2-amino-7′-bromo-4′-fluoro-5H-spiro[oxazole-4,9′-xanthen]-2′-ol). The solvent is CN(C)C=O (DMF). Run at temperature 60 celsius. The product is NC=1OC[C@]2(C3=CC(=CC(=C3OC=3C=CC(=CC23)Br)F)OCC(C#N)(C)C)N1 ((S)-3-(2-amino-2′-bromo-5′-fluoro-5H-spiro[oxazole-4,9′-xanthene]-7′-yloxy)-2,2-dimethylpropanenitrile). Reaction SMILES: [I-].[K+].FC(F)(F)S([O:8][CH2:9][C:10]([C:13]#[N:14])([CH3:12])[CH3:11])(=O)=O.C(=O)([O-])[O-].[Cs+].[Cs+].[NH2:23][C:24]1[O:25][CH2:26][C@@:27]2([N:44]=1)[C:40]1[CH:39]=[C:38](O)[CH:37]=[C:36]([F:42])[C:35]=1[O:34][C:33]1[C:28]2=[CH:29][C:30]([Br:43])=[CH:31][CH:32]=1>CN(C=O)C>[NH2:23][C:24]1[O:25][CH2:26][C@:27]2([N:44]=1)[C:28]1[CH:29]=[C:30]([Br:43])[CH:31]=[CH:32][C:33]=1[O:34][C:35]1[C:40]2=[CH:39][C:38]([O:8][CH2:9][C:10]([CH3:11])([CH3:12])[C:13]#[N:14])=[CH:37][C:36]=1[F:42] |f:0.1,3.4.5|. Procedure: To a flask charged with potassium iodide (273 mg, 1.643 mmol), 2-cyano-2-methylpropyl trifluoromethanesulfonate (1140 mg, 4.93 mmol), cesium carbonate (3212 mg, 9.86 mmol), and (S)-2-amino-7′-bromo-4′-fluoro-5H-spiro[oxazole-4,9′-xanthen]-2′-ol (1200 mg, 3.29 mmol) was added 10 ml of DMF. The resulting slurry was heated for 1 hour at 60° C. The solution was quenched with water (20 mL). The aqueous layer was extracted with CH2Cl2 (3×25 mL) and the combined organic layers were washed with brine an... Reactants: C(C)OC(CC=1C=C2N=CC=NC2=CC1)=O (quinoxalin-6-yl-acetic acid ethyl ester), [OH-].[Li+] (lithium hydroxide). The solvent is CO (methanol). Run at time 17 hour. Yields the product N1=CC=NC2=CC(=CC=C12)CC(=O)O (Quinoxalin-6-yl-acetic acid). The yield is 77.3%. Reaction SMILES: C([O:3][C:4](=[O:16])[CH2:5][C:6]1[CH:7]=[C:8]2[C:13](=[CH:14][CH:15]=1)[N:12]=[CH:11][CH:10]=[N:9]2)C.[OH-].[Li+]>CO>[N:12]1[C:13]2[C:8](=[CH:7][C:6]([CH2:5][C:4]([OH:16])=[O:3])=[CH:15][CH:14]=2)[N:9]=[CH:10][CH:11]=1 |f:1.2|. Reported procedure: To a solution of quinoxalin-6-yl-acetic acid ethyl ester (95 mg, 0.44 mmol) in methanol (2 mL) was added 4 M aqueous lithium hydroxide (0.55 mL, 2.2 mmol). The reaction mixture was stirred at room temperature for 17 h then it was concentrated in vacuo, diluted with water and extracted with diethyl ether (3×). The aqueous layer was treated with 1 N aqueous hydrochloric acid until pH 2 and extracted with ethyl acetate (3×). The combined organic layers were dried over sodium sulfate, filtered, and ...